This data is from the Open Reaction Database (ORD), a public repository of structured organic reaction records. The task is: describe an organic reaction: reactants, conditions, products, and yield Reactants: [N+](=O)([O-])C1=CC=C(C=C1)Cl (4-nitrochlorobenzene). The solvent is O (water). Conditions: time 11 hour. Product: C1=CC=C(C=C1)NC2=CC=C(C=C2)[N+](=O)[O-] (4-nitrodiphenylamine). As a reaction SMILES: [N+:1]([C:4]1[CH:9]=[CH:8][C:7](Cl)=[CH:6][CH:5]=1)([O-:3])=[O:2]>O>[CH:7]1[CH:8]=[CH:9][C:4]([NH:1][C:7]2[CH:8]=[CH:9][C:4]([N+:1]([O-:3])=[O:2])=[CH:5][CH:6]=2)=[CH:5][CH:6]=1. Procedure: After 11 hours at 193°-195° C., 10.2 ml of water have formed. The 4-nitrochlorobenzene conversion is 97%. The isolation of the 4-nitrodiphenylamine is effected by crystallization, as described above. 177 g of crystalline 4-nitrodiphenylamine of melting point 119°-120° C. are obtained after the product has been dried. Starting materials: C1(=CC=CC=C1)C=1N=C(OC1)CCC(=O)OCC (ethyl 4-phenyl-2-oxazolepropionate), [BH4-].[Na+] (sodium borohydride), CO (Methanol). Solvent: C1CCOC1 (THF). The product is C1(=CC=CC=C1)C=1N=C(OC1)CCCO (3-(4-phenyl-2-oxazolyl)propanol). Isolated yield 92.2%. As a reaction SMILES: [C:1]1([C:7]2[N:8]=[C:9]([CH2:12][CH2:13][C:14](OCC)=[O:15])[O:10][CH:11]=2)[CH:6]=[CH:5][CH:4]=[CH:3][CH:2]=1.[BH4-].[Na+].CO>C1COCC1>[C:1]1([C:7]2[N:8]=[C:9]([CH2:12][CH2:13][CH2:14][OH:15])[O:10][CH:11]=2)[CH:2]=[CH:3][CH:4]=[CH:5][CH:6]=1 |f:1.2|. Reported procedure: To a solution of ethyl 4-phenyl-2-oxazolepropionate (1.4 g) in THF (20 ml) was added sodium borohydride (0.86 g). Methanol (4 ml) was dropwise added to the mixture over a period of 10 minutes under reflux. The reaction mixture was refluxed for further 30 minutes, concentrated, made acidic and then extracted with ethyl acetate. The ethyl acetate layer was washed with water, dried over MgSO4 and distilled to obtain crystals of 3-(4-phenyl-2-oxazolyl)propanol (1.07 g, 92%). Recrystallization from e... Starting materials: C(CCCCC)SC=1C(OC(=CC1O)C)=O (3-n-Hexylthio-4-hydroxy-6-methyl-2-pyrone), OO (hydrogen peroxide). Run in C(C)(=O)O (acetic acid). The product is C(CCCCC)S(=O)C=1C(OC(=CC1O)C)=O (3-n-Hexylsulfinyl-4-hydroxy-6-methyl-2-pyrone). RXN SMILES: [CH2:1]([S:7][C:8]1[C:9](=[O:16])[O:10][C:11]([CH3:15])=[CH:12][C:13]=1[OH:14])[CH2:2][CH2:3][CH2:4][CH2:5][CH3:6].[OH:17]O>C(O)(=O)C>[CH2:1]([S:7]([C:8]1[C:9](=[O:16])[O:10][C:11]([CH3:15])=[CH:12][C:13]=1[OH:14])=[O:17])[CH2:2][CH2:3][CH2:4][CH2:5][CH3:6]. Procedure details: 3-n-Hexylthio-4-hydroxy-6-methyl-2-pyrone (9.1 g., 0.040 mol), 30% hydrogen peroxide (4.85 g., 0.0440 mol), and 40 ml. glacial acetic acid were combined and stirred at room temperature over night. The clear solution was poured into 200 ml. ice water and the resulting white precipitate was collected and dried in vacuo: m.p. 59°-60°C. The solid was recrystallized from n-hexane to recover 8.0 g. (77%) of the desired compound as white crystalline platelets, m.p. 59°-60°C. The reactants are FC1=CC=C(CN2C(N(C[C@@H]2C)C=2SC(=C(N2)C)C(=O)O)=O)C=C1 ((S)-2-(3-(4-fluorobenzyl)-4-methyl-2-oxoimidazolidin-1-yl)-4-methylthiazole-5-carboxylic acid), CC=1N=C(SC1C(=O)O)N1C(N([C@@H](C1)C)CC1=CC=C(C=C1)C(F)(F)F)=O ((R)-4-methyl-2-(4-methyl-2-oxo-3-(4-(trifluoromethyl)benzyl)imidazolidin-1-yl)thiazole-5-carboxylic acid), N1=CC(=CC=C1)CN (pyridin-3-ylmethanamine), N1=C(C=CC=C1)CN (pyridin-2-ylmethanamine). Yields the product CC=1N=C(SC1C(=O)NCC1=NC=CC=C1)N1C(N([C@@H](C1)C)CC1=CC=C(C=C1)C(F)(F)F)=O ((R)-4-methyl-2-(4-methyl-2-oxo-3-(4-(trifluoromethyl)benzyl)imidazolidin-1-yl)-N-(pyridin-2-ylmethyl)thiazole-5-carboxamide), solid. The yield is 61.0%. As a reaction SMILES: N1C=CC=C(CN)C=1.[N:9]1[CH:14]=[CH:13][CH:12]=[CH:11][C:10]=1[CH2:15][NH2:16].FC1C=CC(CN2[C@@H](C)CN(C3SC(C(O)=O)=C(C)N=3)C2=O)=CC=1.[CH3:41][C:42]1[N:43]=[C:44]([N:50]2[CH2:54][C@@H:53]([CH3:55])[N:52]([CH2:56][C:57]3[CH:62]=[CH:61][C:60]([C:63]([F:66])([F:65])[F:64])=[CH:59][CH:58]=3)[C:51]2=[O:67])[S:45][C:46]=1[C:47](O)=[O:48]>>[CH3:41][C:42]1[N:43]=[C:44]([N:50]2[CH2:54][C@@H:53]([CH3:55])[N:52]([CH2:56][C:57]3[CH:62]=[CH:61][C:60]([C:63]([F:64])([F:66])[F:65])=[CH:59][CH:58]=3)[C:51]2=[O:67])[S:45][C:46]=1[C:47]([NH:16][CH2:15][C:10]1[CH:11]=[CH:12][CH:13]=[CH:14][N:9]=1)=[O:48]. Procedure details: Following the procedure as described in Example 2, making variations as required to replace pyridin-3-ylmethanamine with pyridin-2-ylmethanamine and replace (S)-2-(3-(4-fluorobenzyl)-4-methyl-2-oxoimidazolidin-1-yl)-4-methylthiazole-5-carboxylic acid with (R)-4-methyl-2-(4-methyl-2-oxo-3-(4-(trifluoromethyl)benzyl)imidazolidin-1-yl)thiazole-5-carboxylic acid, the title compound was obtained as a solid (61%): mp 136-137° C. (ethyl acetate/hexane); 1H NMR (300 MHz, DMSO-d6) δ 8.55-8.49 (m, 2H), 7.... Starting materials: ClC1=C(C=CC=C1Cl)C1C=CN(C=C1)C(=O)OCC1=CC=CC=C1 (benzyl 4-(2,3-dichlorophenyl)pyridine-1(4H)-carboxylate), RhCl (PPh3)3. Run in C1(=CC=CC=C1)C (toluene), C1(=CC=CC=C1)C (toluene). Reaction conditions: temperature 70 celsius, time 6 hour. Yields the product ClC1=C(C=CC=C1Cl)C1CCN(CC1)C(=O)OCC1=CC=CC=C1 (benzyl 4-(2,3-dichlorophenyl)piperidine-1-carboxylate). Isolated yield 95.7%. As a reaction SMILES: [Cl:1][C:2]1[C:7]([Cl:8])=[CH:6][CH:5]=[CH:4][C:3]=1[CH:9]1[CH:14]=[CH:13][N:12]([C:15]([O:17][CH2:18][C:19]2[CH:24]=[CH:23][CH:22]=[CH:21][CH:20]=2)=[O:16])[CH:11]=[CH:10]1>C1(C)C=CC=CC=1>[Cl:1][C:2]1[C:7]([Cl:8])=[CH:6][CH:5]=[CH:4][C:3]=1[CH:9]1[CH2:14][CH2:13][N:12]([C:15]([O:17][CH2:18][C:19]2[CH:20]=[CH:21][CH:22]=[CH:23][CH:24]=2)=[O:16])[CH2:11][CH2:10]1. Procedure details: To a solution of intermediate 45 (7.0 g, 19.5 mmol) in toluene (150 mL) was added RhCl (PPh3)3 (2.1 g, 2.0 mmol) as a slurry in toluene (50 mL). The reaction was subjected to an atmosphere of H2 at 40 psi and heated to 70° C. After 6 h, the reaction was filtered through silica gel and the silica gel was washed with 1:9 EtOAc/toluene. The filtrate was dissolved in toluene, concentrated in vacuo, and purified by flash chromatography on silica gel column (elution with PE/EtOAc=50:1) to give benzyl ... Starting materials: C(C)OC=1N(C(C=C(N1)C(F)(F)F)=O)C1=C(C=C(C(=C1)O)Cl)F (2-ethoxy-1-(4-chloro-2-fluoro-5 -hydroxyphenyl)-4-trifluoromethyl-6(1H)-pyrimidinone), ClC(=O)OCCCC (n-butyl chloroformate), N1=CC=CC=C1 (pyridine). Run in C(C)OCC (diethyl ether). Yields the product C(OCCCC)(OC1=C(C=C(C(=C1)N1C(=NC(=CC1=O)C(F)(F)F)OCC)F)Cl)=O (n-butyl {5-[2-ethoxy-6-oxo-4 -trifluoromethyl-1(6H) -pyrimidinyl]-2-chloro-4-fluorophenyl} carbonate). RXN SMILES: [CH2:1]([O:3][C:4]1[N:5]([C:15]2[CH:20]=[C:19]([OH:21])[C:18]([Cl:22])=[CH:17][C:16]=2[F:23])[C:6](=[O:14])[CH:7]=[C:8]([C:10]([F:13])([F:12])[F:11])[N:9]=1)[CH3:2].Cl[C:25]([O:27][CH2:28][CH2:29][CH2:30][CH3:31])=[O:26].N1C=CC=CC=1>C(OCC)C>[C:25](=[O:26])([O:21][C:19]1[CH:20]=[C:15]([N:5]2[C:6](=[O:14])[CH:7]=[C:8]([C:10]([F:13])([F:11])[F:12])[N:9]=[C:4]2[O:3][CH2:1][CH3:2])[C:16]([F:23])=[CH:17][C:18]=1[Cl:22])[O:27][CH2:28][CH2:29][CH2:30][CH3:31]. Procedure: using 2-ethoxy-1-(4-chloro-2-fluoro-5 -hydroxyphenyl)-4-trifluoromethyl-6(1H)-pyrimidinone and n-butyl chloroformate with pyridine in diethyl ether there is obtained n-butyl {5-[2-ethoxy-6-oxo-4 -trifluoromethyl-1(6H) -pyrimidinyl]-2-chloro-4-fluorophenyl} carbonate, m.p. 100°-102° C.; Reactants: O1CCCC1 (tetrahydrofuran), C(C)(C)NC(C)C (diisopropylamine), ClC1=C(C=CC=C1)C1C2=C(N(C(=C1C(=O)OC(C)C)C)CC)COC2=O (isopropyl 4-(2-chlorophenyl)-1-ethyl-2-methyl-5-oxo-1,4,5,7-tetrahydrofuro[3,4-b]pyridine3-carboxylate), C(CCC)[Li] (butyllithium), N#N (N2), BrBr (Br2), C1CCOC1 (THF), C1=CCCCC1 (cyclohexene). Reaction conditions: temperature -78 celsius, time 15 minute. The product is ClC1=C(C=CC=C1)C1C2=C(N(C(=C1C(=O)OC(C)C)C)CC)C(OC2=O)O (Isopropyl 4-(2-chlorophenyl)-1-ethyl-7-hydroxy-2- methyl-5-oxo-1,4,5,7-tetrahydrofuro[3,4-b]pyridine-3-carboxylate). Reaction SMILES: C(NC(C)C)(C)C.C([Li])CCC.N#N.[Cl:15][C:16]1[CH:21]=[CH:20][CH:19]=[CH:18][C:17]=1[CH:22]1[C:27]([C:28]([O:30][CH:31]([CH3:33])[CH3:32])=[O:29])=[C:26]([CH3:34])[N:25]([CH2:35][CH3:36])[C:24]2[CH2:37][O:38][C:39](=[O:40])[C:23]1=2.BrBr.C1CCCCC=1.C1C[O:52]CC1>>[Cl:15][C:16]1[CH:21]=[CH:20][CH:19]=[CH:18][C:17]=1[CH:22]1[C:27]([C:28]([O:30][CH:31]([CH3:33])[CH3:32])=[O:29])=[C:26]([CH3:34])[N:25]([CH2:35][CH3:36])[C:24]2[CH:37]([OH:52])[O:38][C:39](=[O:40])[C:23]1=2. Reported procedure: 60 mmol of diisopropylamine in 100 ml of analytical grade tetrahydrofuran are initially taken. 50 mmol of butyllithium are added at a temperature of 0°C., under a stream of N2. Thereafter, the mixture is cooled to -78° C. and a solution of 50 mmol of isopropyl 4-(2-chlorophenyl)-1-ethyl-2-methyl-5-oxo-1,4,5,7-tetrahydrofuro[3,4-b]pyridine3-carboxylate (dissolved in THF) is added dropwise. The mixture is stirred for 15 minutes at -78° C., and this solution is pumped, with the aid of nitrogen, int...